Dataset: the Open Reaction Database (ORD), a public repository of structured organic reaction records. Task: describe an organic reaction: reactants, conditions, products, and yield Starting materials: CCOC(=O)C=Cc1cscc1-c1ccc(C#N)cc1C, CCO. The product is CCOC(=O)CCc1cscc1-c1ccc(C#N)cc1C. Reaction SMILES: [C:1](#[N:2])[c:3]1[cH:4][c:5]([CH3:21])[c:6](-[c:9]2[c:10]([CH:14]=[CH:15][C:16](=[O:17])[O:18][CH2:19][CH3:20])[cH:11][s:12][cH:13]2)[cH:7][cH:8]1.[CH3:22][CH2:23][OH:24]>>[C:1](#[N:2])[c:3]1[cH:4][c:5]([CH3:21])[c:6](-[c:9]2[c:10]([CH2:14][CH2:15][C:16](=[O:17])[O:18][CH2:19][CH3:20])[cH:11][s:12][cH:13]2)[cH:7][cH:8]1. Starting materials: C(C)(=O)O (acetic acid), C(C)(=O)OC(C)=O (acetic anhydride), Cl(=O)(=O)(=O)O (perchloric acid), FC1=CC=C2C(=CNC2=C1)C1C(CC(CC1=O)(C)C)=O (2-(6-Fluoro-1H-indol-3-yl)-5,5-dimethylcyclohexane-1,3-dione). Run in C(C)OCC (diethyl ether). Run at time 4 hour. Product: Cl(=O)(=O)(=O)[O-].FC=1C=CC=2C=3C4=C([O+]=C(C3NC2C1)C)CC(CC4=O)(C)C (9-Fluoro-3,3,6-trimethyl-1-oxo-2,3,4,7-tetrahydro-1H-5-oxonia-7-aza-benzo[c]fluorene perchlorate). Isolated yield 89.0%. Reaction SMILES: [F:1][C:2]1[CH:10]=[C:9]2[C:5]([C:6]([CH:11]3[C:16](=[O:17])[CH2:15][C:14]([CH3:19])([CH3:18])[CH2:13][C:12]3=[O:20])=[CH:7][NH:8]2)=[CH:4][CH:3]=1.[C:21](O)(=O)[CH3:22].C(OC(=O)C)(=O)C.[Cl:32]([OH:36])(=[O:35])(=[O:34])=[O:33]>C(OCC)C>[Cl:32]([O-:36])(=[O:35])(=[O:34])=[O:33].[F:1][C:2]1[CH:3]=[CH:4][C:5]2[C:6]3[C:11]4[C:12](=[O:20])[CH2:13][C:14]([CH3:18])([CH3:19])[CH2:15][C:16]=4[O+:17]=[C:21]([CH3:22])[C:7]=3[NH:8][C:9]=2[CH:10]=1 |f:5.6|. Procedure details: 2-(6-Fluoro-1H-indol-3-yl)-5,5-dimethylcyclohexane-1,3-dione of Example 3a (0.575 g, 2.1 mmol) was slowly added at room temperature under stirring to a freshly prepared mixture of acetic acid (2 mL), acetic anhydride (2.1 mL) and 70% aqueous perchloric acid (0.17 mL). The reaction mixture was stirred at room temperature for 4 h, diethyl ether (5 mL) was added, and the product was filtered off, washed with diethyl ether and dried at room temperature to give 0.72 g (89%) of the bright yellow cryst... Reactants: C1(=CC=CC=C1)C1=C(C(C=O)=CC=C1)O (3-phenylsalicylaldehyde), C(C)(=O)OCC (ethyl acetate), C1(CCCCC1)NC([C@@H](NC(=O)OCC1=CC=CC=C1)C(C)C)=O (carbobenzoxy-(S)-valine cyclohexylamide), CCCCCC (hexane). The reagents and catalysts are [C].[Pd] (palladium-carbon), [C].[Pd] (palladium-carbon). The solvent is CO (methanol). Conditions: time 24 hour. The product is C1(CCCCC1)NC([C@@H](N=CC=1C(O)=C(C=CC1)C1=CC=CC=C1)C(C)C)=O (N-(3-phenylsalicylidene)-(S)-valine cyclohexylamide). Isolated yield 76.6%. As a reaction SMILES: [CH:1]1([NH:7][C:8](=[O:24])[C@H:9]([CH:21]([CH3:23])[CH3:22])[NH:10][C:11](OCC2C=CC=CC=2)=O)[CH2:6][CH2:5][CH2:4][CH2:3][CH2:2]1.[C:25]1([C:31]2[CH:38]=[CH:37][CH:36]=[C:33](C=O)[C:32]=2[OH:39])[CH:30]=[CH:29][CH:28]=[CH:27][CH:26]=1.CCCCCC.C(OCC)(=O)C>CO.[C].[Pd]>[CH:1]1([NH:7][C:8](=[O:24])[C@H:9]([CH:21]([CH3:22])[CH3:23])[N:10]=[CH:11][C:33]2[C:32](=[C:31]([C:25]3[CH:26]=[CH:27][CH:28]=[CH:29][CH:30]=3)[CH:38]=[CH:37][CH:36]=2)[OH:39])[CH2:2][CH2:3][CH2:4][CH2:5][CH2:6]1 |f:5.6|. Procedure: The carbobenzoxy-(S)-valine cyclohexylamide (0.33 g, 1 mmol) was dissolved in methanol (30 ml) and the solution was stirred at room temperature for 3 hours in the presence of 5% palladium-carbon (30 mg) under a hydrogen gas atmosphere. After the reaction was over, the palladium-carbon catalyst was filtered off to obtain a colorless solution. To this solution was added 3-phenylsalicylaldehyde (0.22 g, 1.1 mmol). This solution was stirred at room temperature for 24 hours and concentrated under red... The reactants are FC1=CC2=C(NC(=N2)C2=NN(C=C2NC(N(C(C)C)C(C)C)=O)C2OCCCC2)C=C1N1CCN(CC1)C (3-[3-[5-fluoro-6-(4-methylpiperazin-1-yl)-1H-benzimidazol-2-yl]-1-(tetrahydropyran-2-yl)-1H-pyrazol-4-yl]-1,1-diisopropylurea), solution, Cl (hydrochloric acid). The solvent is O1CCOCC1 (dioxane). Product: FC1=CC2=C(NC(=N2)C2=NNC=C2NC(N(C(C)C)C(C)C)=O)C=C1N1CCN(CC1)C (3-{3-[5-fluoro-6-(4-methylpiperazin-1-yl)-1H-benzimidazol-2-yl]-1H-pyrazol-4-yl}-1,1-diisopropylurea). Isolated yield 40.2%. As a reaction SMILES: [F:1][C:2]1[C:31]([N:32]2[CH2:37][CH2:36][N:35]([CH3:38])[CH2:34][CH2:33]2)=[CH:30][C:5]2[NH:6][C:7]([C:9]3[C:13]([NH:14][C:15](=[O:23])[N:16]([CH:20]([CH3:22])[CH3:21])[CH:17]([CH3:19])[CH3:18])=[CH:12][N:11](C4CCCCO4)[N:10]=3)=[N:8][C:4]=2[CH:3]=1.Cl>O1CCOCC1>[F:1][C:2]1[C:31]([N:32]2[CH2:37][CH2:36][N:35]([CH3:38])[CH2:34][CH2:33]2)=[CH:30][C:5]2[NH:6][C:7]([C:9]3[C:13]([NH:14][C:15](=[O:23])[N:16]([CH:20]([CH3:22])[CH3:21])[CH:17]([CH3:19])[CH3:18])=[CH:12][NH:11][N:10]=3)=[N:8][C:4]=2[CH:3]=1. Reported procedure: A solution of 364 mg of 3-[3-[5-fluoro-6-(4-methylpiperazin-1-yl)-1H-benzimidazol-2-yl]-1-(tetrahydropyran-2-yl)-1H-pyrazol-4-yl]-1,1-diisopropylurea in solution in 6.9 mL of a 4N solution of hydrochloric acid in dioxane is stirred at 22° C. for 4 hours. After evaporation, the reaction crude is purified by preparative HPLC with, as eluent, a gradient of water/acetonitrile containing respectively 0.07% of trifluoroacetic acid. 123 mg of 3-{3-[5-fluoro-6-(4-methylpiperazin-1-yl)-1H-benzimidazol-2-... The reactants are CCOC(=O)C (EtOAc), C(C)(C)(C)OC(=O)N1CC2OC2CC1 (7-oxa-3-aza-bicyclo[4.1.0]heptane-3-carboxylic acid tert-butyl ester), [N-]=[N+]=[N-].[Na+] (sodium azide). Run in CN(C)C=O (DMF), CC(=O)C.O (acetone water). Reaction conditions: temperature 80 celsius. Yields the product C(C)(C)(C)OC(=O)N1C[C@H]([C@@H](CC1)N=[N+]=[N-])O ((±)-trans-4-azido-3-hydroxy-piperidine-1-carboxylic acid tert-butyl ester). The yield is 61.2%. RXN SMILES: [C:1]([O:5][C:6]([N:8]1[CH2:14][CH2:13][CH:12]2[CH:10]([O:11]2)[CH2:9]1)=[O:7])([CH3:4])([CH3:3])[CH3:2].[N-:15]=[N+:16]=[N-:17].[Na+].CCOC(C)=O>CN(C=O)C.CC(C)=O.O>[C:1]([O:5][C:6]([N:8]1[CH2:14][CH2:13][C@@H:12]([N:15]=[N+:16]=[N-:17])[C@H:10]([OH:11])[CH2:9]1)=[O:7])([CH3:4])([CH3:3])[CH3:2] |f:1.2,5.6|. Reported procedure: To a stirred solution of 7-oxa-3-aza-bicyclo[4.1.0]heptane-3-carboxylic acid tert-butyl ester (15.5 mmol, 3.1 g) in DMF (25 mL) was added a solution of sodium azide (23.3 mmol, 1.5 g) in acetone-water (2:1, 30 mL) (WO 2005/066176). The reaction mixture was heated at 80° C. for 12 h. The reaction mixture was cooled to room temperature, and EtOAc (100 mL) was added. The organic layer was washed with water and brine, dried (Na2SO4), filtered and concentrated under reduced pressure. The residue was ... Reactants: O (water), solution, C(C1=CC=CC=C1)N1CCC(=CC1)N1CCCC1 (1-benzyl-4-(pyrrolidin-1-yl)-1,2,3,6-tetrahydropyridine), Br.BrCC(=O)C1=CC=NC=C1 (4-bromoacetyl pyridine bromohydride). The solvent is C1=CC=CC=C1 (benzene), C1=CC=CC=C1 (benzene). Conditions: temperature 0 celsius, time 1 hour. Yields the product C(C1=CC=CC=C1)N1CC2=C(CC1)NC(=C2)C2=CC=NC=C2 (5-benzyl-2-(pyridin-4-yl)-4,5,6,7-tetrahydro-1H-pyrrolo[3,2-c]pyridine). As a reaction SMILES: [CH2:1]([N:8]1[CH2:13][CH:12]=[C:11]([N:14]2CCCC2)[CH2:10][CH2:9]1)[C:2]1[CH:7]=[CH:6][CH:5]=[CH:4][CH:3]=1.Br.Br[CH2:21][C:22]([C:24]1[CH:29]=[CH:28][N:27]=[CH:26][CH:25]=1)=O.O>C1C=CC=CC=1>[CH2:1]([N:8]1[CH2:13][CH2:12][C:11]2[NH:14][C:22]([C:24]3[CH:29]=[CH:28][N:27]=[CH:26][CH:25]=3)=[CH:21][C:10]=2[CH2:9]1)[C:2]1[CH:3]=[CH:4][CH:5]=[CH:6][CH:7]=1 |f:1.2|. Procedure details: To 70 mL of a solution of 1-benzyl-4-(pyrrolidin-1-yl)-1,2,3,6-tetrahydropyridine in benzene was added dropwise a solution 13 g of 4-bromoacetyl pyridine bromohydride in 150 mL of benzene at 0° C. over 1 hour, followed by stirring at 0° C. for 1 hour and then at room temperature for 15 hours. To the reaction mixture was added water, followed by extraction with ethyl acetate. The organic layer was dried over anhydrous magnesium sulfate, and then the solvent was evaporated under reduced pressure. ... Reactants: N1N=C(C2=CC=CC=C12)\C=C\1/OC2=C(C1=O)C=CC(=C2/C=C/CC2CCN(CC2)C(=O)OC(C)(C)C)OC (tert-butyl 4-((E)-3-{(Z)-2-[(1H-indazol-3-yl)methylene]-6-methoxy-3-oxo-2,3-dihydrobenzofuran-7-yl}allyl)piperidine-1-carboxylate), solution, Cl (hydrogen chloride). Solvent: C(Cl)Cl (methylene chloride), O1CCOCC1 (1,4-dioxane). Run at time 2 hour. Yields the product N1N=C(C2=CC=CC=C12)\C=C\1/OC2=C(C1=O)C=CC(=C2\C=C\CC2CCNCC2)OC ((Z)-2-[(1H-indazol-3-yl)methylene]-6-methoxy-7-[(E)-3-(piperidin-4-yl)prop-1-enyl]benzofuran-3(2H)-one). The yield is 69.7%. As a reaction SMILES: [NH:1]1[C:9]2[C:4](=[CH:5][CH:6]=[CH:7][CH:8]=2)[C:3](/[CH:10]=[C:11]2\[O:12][C:13]3[C:20](/[CH:21]=[CH:22]/[CH2:23][CH:24]4[CH2:29][CH2:28][N:27](C(OC(C)(C)C)=O)[CH2:26][CH2:25]4)=[C:19]([O:37][CH3:38])[CH:18]=[CH:17][C:14]=3[C:15]\2=[O:16])=[N:2]1.Cl>C(Cl)Cl.O1CCOCC1>[NH:1]1[C:9]2[C:4](=[CH:5][CH:6]=[CH:7][CH:8]=2)[C:3](/[CH:10]=[C:11]2\[O:12][C:13]3[C:20](/[CH:21]=[CH:22]/[CH2:23][CH:24]4[CH2:29][CH2:28][NH:27][CH2:26][CH2:25]4)=[C:19]([O:37][CH3:38])[CH:18]=[CH:17][C:14]=3[C:15]\2=[O:16])=[N:2]1. Reported procedure: A solution of tert-butyl 4-((E)-3-{(Z)-2-[(1H-indazol-3-yl)methylene]-6-methoxy-3-oxo-2,3-dihydrobenzofuran-7-yl}allyl)piperidine-1-carboxylate (0.0308 g, 0.0597 mmol) in methylene chloride (2 mL) was added with a 4 M solution of hydrogen chloride in 1,4-dioxane (2 mL), and the mixture was stirred at room temperature for 2 hours. The reaction mixture was concentrated, the resulting residue was added with saturated aqueous sodium hydrogencarbonate, and the precipitated solid was collected by filt...